Dataset: the Open Reaction Database (ORD), a public repository of structured organic reaction records. Task: describe an organic reaction: reactants, conditions, products, and yield Reactants: NC=1SC(=CN1)C(=O)OCC (ethyl 2-aminothiazole-5-carboxylate), COCCBr (2-bromoethyl methyl ether). Product: Br.N=C1SC(=CN1CCOC)C(=O)OCC (Ethyl 2-imino-3-(2-methoxyethyl)-2,3-dihydrothiazole-5-carboxylate hydrobromide). As a reaction SMILES: [NH2:1][C:2]1[S:3][C:4]([C:7]([O:9][CH2:10][CH3:11])=[O:8])=[CH:5][N:6]=1.[CH3:12][O:13][CH2:14][CH2:15][Br:16]>>[BrH:16].[NH:1]=[C:2]1[N:6]([CH2:15][CH2:14][O:13][CH3:12])[CH:5]=[C:4]([C:7]([O:9][CH2:10][CH3:11])=[O:8])[S:3]1 |f:2.3|. Procedure: A mixture of commercially available ethyl 2-aminothiazole-5-carboxylate (ABCR) and 2-bromoethyl methyl ether (Aldrich) was processed using the method described in Example 46A to afford the title compound, MS (ESI+) m/z 231 (M+H)+. Reactants: O1CCOC=2C=NC(=CC21)CNC2CCN(CC2)CCN2C(C=NC1=C(C=C(C=C21)OC)C2=CC=NC=C2)=O (1-(2-(4-((2,3-dihydro-1,4-dioxino[2,3-c]pyridin-7-yl)methylamino)piperidin-1-yl)ethyl)-7-methoxy-5-(pyridin-4-yl)quinoxalin-2(1H)-one), Cl.C(C)(=O)OCC (hydrogen chloride ethyl acetate). Run in C(C)(=O)OCC (ethyl acetate). Yields the product Cl.O1CCOC=2C=NC(=CC21)CNC2CCN(CC2)CCN2C(C=NC1=C(C=C(C=C21)OC)C2=CC=NC=C2)=O (1-(2-(4-((2,3-dihydro-1,4-dioxino[2,3-c]pyridin-7-yl)methylamino)piperidin-1-yl)ethyl)-7-methoxy-5-(pyridin-4-yl)quinoxalin-2(1H)-one hydrochloride). As a reaction SMILES: [O:1]1[C:10]2[CH:9]=[C:8]([CH2:11][NH:12][CH:13]3[CH2:18][CH2:17][N:16]([CH2:19][CH2:20][N:21]4[C:30]5[C:25](=[C:26]([C:33]6[CH:38]=[CH:37][N:36]=[CH:35][CH:34]=6)[CH:27]=[C:28]([O:31][CH3:32])[CH:29]=5)[N:24]=[CH:23][C:22]4=[O:39])[CH2:15][CH2:14]3)[N:7]=[CH:6][C:5]=2[O:4][CH2:3][CH2:2]1.[ClH:40].C(OCC)(=O)C>C(OCC)(=O)C>[ClH:40].[O:1]1[C:10]2[CH:9]=[C:8]([CH2:11][NH:12][CH:13]3[CH2:14][CH2:15][N:16]([CH2:19][CH2:20][N:21]4[C:30]5[C:25](=[C:26]([C:33]6[CH:34]=[CH:35][N:36]=[CH:37][CH:38]=6)[CH:27]=[C:28]([O:31][CH3:32])[CH:29]=5)[N:24]=[CH:23][C:22]4=[O:39])[CH2:17][CH2:18]3)[N:7]=[CH:6][C:5]=2[O:4][CH2:3][CH2:2]1 |f:1.2,4.5|. Reported procedure: To 2 mL of an ethyl acetate solution containing 134 mg of 1-(2-(4-((2,3-dihydro-1,4-dioxino[2,3-c]pyridin-7-yl)methylamino)piperidin-1-yl)ethyl)-7-methoxy-5-(pyridin-4-yl)quinoxalin-2(1H)-one, 1.5 mL of 4 mol/L hydrogen chloride/ethyl acetate was added at room temperature, and the resulting solid was filtered to give 150 mg of 1-(2-(4-((2,3-dihydro-1,4-dioxino[2,3-c]pyridin-7-yl)methylamino)piperidin-1-yl)ethyl)-7-methoxy-5-(pyridin-4-yl)quinoxalin-2(1H)-one hydrochloride as a pale yellow solid. The reactants are C(C1=CC=CC=C1)N (monobenzylamine), C(C1=CC=CC=C1)OC(=O)N[C@@H](CCC)C(=O)NOP(O)(=O)C ((N-benzyloxycarbonyl-L-norvalyl)amino-methylphosphonic acid). Product: N[C@@H](CCC)C(=O)NOP(O)(=O)C ((L-norvalylamino)-methylphosphonic acid). Reaction SMILES: C(N)C1C=CC=CC=1.C(OC([NH:19][C@H:20]([C:24]([NH:26][O:27][P:28]([CH3:31])(=[O:30])[OH:29])=[O:25])[CH2:21][CH2:22][CH3:23])=O)C1C=CC=CC=1>>[NH2:19][C@H:20]([C:24]([NH:26][O:27][P:28]([CH3:31])(=[O:29])[OH:30])=[O:25])[CH2:21][CH2:22][CH3:23]. Procedure: (ii)(a) In a manner analogous to that described in Example 5(A)(iii) from the monobenzylamine salt of (N-benzyloxycarbonyl-L-norvalyl)amino-methylphosphonic acid there was obtained (L-norvalylamino)-methylphosphonic acid of melting point 273°-275° C. (decomposition); [α]D20 =+61.2°; [α]36520 =+224° (c=0.54% in water). Reactants: ice water, [BH4-].[Na+] (sodium borohydride), C(C)(=O)C=1C=C(SC1Cl)S(=O)(=O)N (4-acetyl-5-chlorothiophene-2-sulfonamide), [Na] (Sodium), SCCN (2-mercaptoethylamine), Cl (HCl). The solvent is C(C)O (ethanol), C(C)O (ethanol). Reaction conditions: time 10 minute. Yields the product CC1NCCSC2=C1C=C(S2)S(N)(=O)=O (5(R,S)-methyl-7-sulfamoyl-2,3,4,5-tetrahydrothieno [3,2-f]-1,4-thiazepine). Yield: 85.4%. RXN SMILES: [Na].[SH:2][CH2:3][CH2:4][NH2:5].[C:6]([C:9]1[CH:10]=[C:11]([S:15]([NH2:18])(=[O:17])=[O:16])[S:12][C:13]=1Cl)(=O)[CH3:7].[BH4-].[Na+].Cl>C(O)C>[CH3:7][CH:6]1[C:9]2[CH:10]=[C:11]([S:15](=[O:17])(=[O:16])[NH2:18])[S:12][C:13]=2[S:2][CH2:3][CH2:4][NH:5]1 |f:3.4,^1:0|. Procedure: Sodium metal (0.46 g, 0.02 mol) was dissolved in absolute ethanol (50 mL), under a nitrogen atmosphere and 2-mercaptoethylamine (1.55 g, 0.02 mol) was added. After 10 minutes, 4-acetyl-5-chlorothiophene-2-sulfonamide (1.63 g, 0.007 mol) in dry ethanol (70 mL) was added to the reaction and the mixture refluxed for 18 hours. The reaction was cooled to room temperature and sodium borohydride (1.0 g, 0.026 mol) was added. After three hours the reaction mixture was poured into ice water and acidified... The reactants are BrC1=C2CCC(C2=C(C(=C1)C)C)=O (4-bromo-6,7-dimethyl-1-indanone), [Cu]C#N (copper(I) cyanide), C(Cl)Cl (CH2Cl2). Reagents/catalysts: O.O.O.O.O.O.[Fe](Cl)(Cl)Cl (iron(III) chloride hexahydrate). Solvent: O (water), Cl (hydrochloric acid), C1(=CC=CC=C1)C (toluene), C1(=CC=CC=C1)C (toluene), O (water), CN(C)C=O (DMF). Reaction conditions: time 6 hour. The product is C(#N)C1=C2CCC(C2=C(C(=C1)C)C)=O (4-Cyano-6,7-dimethyl-1-indanone). As a reaction SMILES: Br[C:2]1[CH:10]=[C:9]([CH3:11])[C:8]([CH3:12])=[C:7]2[C:3]=1[CH2:4][CH2:5][C:6]2=[O:13].[Cu][C:15]#[N:16].C(Cl)Cl>CN(C=O)C.O.Cl.C1(C)C=CC=CC=1.O.O.O.O.O.O.[Fe](Cl)(Cl)Cl>[C:15]([C:2]1[CH:10]=[C:9]([CH3:11])[C:8]([CH3:12])=[C:7]2[C:3]=1[CH2:4][CH2:5][C:6]2=[O:13])#[N:16] |f:7.8.9.10.11.12.13|. Reported procedure: A mixture of 17.8 g (74.5 mmol) of 4-bromo-6,7-dimethyl-1-indanone [J. Het. Chem. 24, 677 (1987)] and 7.3 g (82 mmol) of copper(I) cyanide in 18 ml of DMF is stirred for 6 hours at 170°. The reaction mixture is then cooled to 100° and 200 ml of toluene and a solution of 31.2 g of iron(III) chloride hexahydrate in 47 ml of water and 8.2 ml of concentrated hydrochloric acid are added in succession thereto. The reaction mixture is stirred for 20 minutes at 70°, cooled and diluted with toluene and w...